This data is from the Open Reaction Database (ORD), a public repository of structured organic reaction records. The task is: describe an organic reaction: reactants, conditions, products, and yield The reactants are COCCN (2-Methoxy-ethylamine), C(C)OC(C1=CC(=C(C=C1)F)[N+](=O)[O-])=O (4-fluoro-3-nitro-benzoic acid ethyl ester), C(=O)([O-])[O-].[K+].[K+] (K2CO3). Run in CN(C)C=O (DMF). Run at time 4 hour. The product is C(C)OC(C1=CC(=C(C=C1)NCCOC)[N+](=O)[O-])=O (4-(2-Methoxy-ethylamino)-3-nitro-benzoic acid ethyl ester). RXN SMILES: [CH3:1][O:2][CH2:3][CH2:4][NH2:5].[CH2:6]([O:8][C:9](=[O:20])[C:10]1[CH:15]=[CH:14][C:13](F)=[C:12]([N+:17]([O-:19])=[O:18])[CH:11]=1)[CH3:7].C([O-])([O-])=O.[K+].[K+]>CN(C=O)C>[CH2:6]([O:8][C:9](=[O:20])[C:10]1[CH:15]=[CH:14][C:13]([NH:5][CH2:4][CH2:3][O:2][CH3:1])=[C:12]([N+:17]([O-:19])=[O:18])[CH:11]=1)[CH3:7] |f:2.3.4|. Reported procedure: 2-Methoxy-ethylamine (1.55 mL, 17.8 mmol) was added to a stirred solution of 4-fluoro-3-nitro-benzoic acid ethyl ester (3.60 g, 16.9 mmol) and K2CO3 (4.67 g, 33.8 mmol) in 50 mL DMF. After stirring for 4 h the mixture was poured onto ice water, stirred for 10 min, filtered and dried. Procedure details: To a solution 6-bromomethyl-8-bromoquinoline (described in International Patent Publication WO 94/22852) (1.0 eq) in DMF:H2O (2:1, 0.66M) was added potassium cyanide (2.5 eq). After heating at 100° C. for 1 h, the resulting mixture was quenched with H2O and extracted with EtOAc (2 x). The combined organic extracts were washed with water (3×), brine, dried over MgSO4, filtered and concentrated. Flash chromatography (Hex:EtOAc, 3:1) yielded the desired compound as a white solid. RXN SMILES: Br[CH2:2][C:3]1[CH:4]=[C:5]2[C:10](=[C:11]([Br:13])[CH:12]=1)[N:9]=[CH:8][CH:7]=[CH:6]2.[C-:14]#[N:15].[K+]>CN(C=O)C.O>[Br:13][C:11]1[CH:12]=[C:3]([CH2:2][C:14]#[N:15])[CH:4]=[C:5]2[C:10]=1[N:9]=[CH:8][CH:7]=[CH:6]2 |f:1.2,3.4|. Solvent: CN(C)C=O.O (DMF H2O). Reaction conditions: temperature 100 celsius. Yields the product BrC=1C=C(C=C2C=CC=NC12)CC#N ((8-Bromo-quinolin-6-yl)-acetonitrile). Starting materials: BrCC=1C=C2C=CC=NC2=C(C1)Br (6-bromomethyl-8-bromoquinoline), [C-]#N.[K+] (potassium cyanide). Reactants: Clc1ccc2scc(CBr)c2c1, c1ccc(C2CCNCC2)nc1. Yields the product Clc1ccc2scc(CN3CCC(c4ccccn4)CC3)c2c1. RXN SMILES: [Br:1][CH2:2][c:3]1[cH:4][s:5][c:6]2[c:7]1[cH:8][c:9]([Cl:12])[cH:10][cH:11]2.[n:13]1[c:14]([CH:19]2[CH2:20][CH2:21][NH:22][CH2:23][CH2:24]2)[cH:15][cH:16][cH:17][cH:18]1>>[CH2:2]([c:3]1[cH:4][s:5][c:6]2[c:7]1[cH:8][c:9]([Cl:12])[cH:10][cH:11]2)[N:22]1[CH2:21][CH2:20][CH:19]([c:14]2[n:13][cH:18][cH:17][cH:16][cH:15]2)[CH2:24][CH2:23]1. Reactants: CCc1[nH]c(C(=O)O)nc1Cl, CC(C)(C)OC(=O)N1CCOc2cc(N)ccc21, O=S(Cl)Cl, c1ccncc1. Product: CCc1[nH]c(C(=O)Nc2ccc3c(c2)OCCN3C(=O)OC(C)(C)C)nc1Cl. RXN SMILES: [Cl:1][c:2]1[n:3][c:4]([C:9](=[O:10])[OH:11])[nH:5][c:6]1[CH2:7][CH3:8].[NH2:16][c:17]1[cH:18][c:19]2[c:20]([cH:32][cH:33]1)[N:21]([C:25](=[O:26])[O:27][C:28]([CH3:29])([CH3:30])[CH3:31])[CH2:22][CH2:23][O:24]2.[S:12]([Cl:13])([Cl:14])=[O:15].[cH:34]1[cH:35][cH:36][n:37][cH:38][cH:39]1>>[Cl:1][c:2]1[n:3][c:4]([C:9](=[O:11])[NH:16][c:17]2[cH:18][c:19]3[c:20]([cH:32][cH:33]2)[N:21]([C:25](=[O:26])[O:27][C:28]([CH3:29])([CH3:30])[CH3:31])[CH2:22][CH2:23][O:24]3)[nH:5][c:6]1[CH2:7][CH3:8].